From a dataset of the Open Reaction Database (ORD), a public repository of structured organic reaction records. describe an organic reaction: reactants, conditions, products, and yield Starting materials: [Br-], O=C1CCC2(CC1)OCCO2, C1CCOC1, Fc1ccc([Mg+])cc1. The product is Fc1ccc(C2=CCC3(CC2)OCCO3)cc1. Reaction SMILES: [Br-:12].[CH2:1]1[CH2:2][O:3][C:4]2([CH2:5][CH2:6][C:7](=[O:10])[CH2:8][CH2:9]2)[O:11]1.[CH2:21]1[O:22][CH2:23][CH2:24][CH2:25]1.[F:13][c:14]1[cH:15][cH:16][c:17]([Mg+:20])[cH:18][cH:19]1>>[CH2:1]1[CH2:2][O:3][C:4]2([CH2:5][CH:6]=[C:7]([c:17]3[cH:16][cH:15][c:14]([F:13])[cH:19][cH:18]3)[CH2:8][CH2:9]2)[O:11]1.